This data is from the Open Reaction Database (ORD), a public repository of structured organic reaction records. The task is: describe an organic reaction: reactants, conditions, products, and yield Starting materials: O1C(OCCC1)CC[Mg]Br.O1CCCC1 ((1,3-dioxan-2-ylethyl)magnesium bromide tetrahydrofuran), C1(CCCO1)=O (γ-butyrolactone), [Cl-].[NH4+] (ammonium chloride). Run in O1CCCC1 (tetrahydrofuran). Yields the product O1C(OCCC1)CCC(CCCCO)(O)CCC1OCCCO1 (7-(1,3-Dioxan-2-yl)-5-[2-(1,3-dioxan-2-yl)ethyl]heptane-1,5-diol). Isolated yield 105.9%. As a reaction SMILES: [C:1]1(=[O:6])[O:5][CH2:4][CH2:3][CH2:2]1.[O:7]1[CH2:12][CH2:11][CH2:10][O:9][CH:8]1[CH2:13][CH2:14][Mg]Br.[O:17]1[CH2:21][CH2:20][CH2:19][CH2:18]1.[Cl-].[NH4+]>O1CCCC1>[O:7]1[CH2:12][CH2:11][CH2:10][O:9][CH:8]1[CH2:13][CH2:14][C:4]([CH2:3][CH2:2][CH:1]1[O:6][CH2:2][CH2:3][CH2:4][O:5]1)([OH:5])[CH2:18][CH2:19][CH2:20][CH2:21][OH:17] |f:1.2,3.4|. Procedure details: 430 mg (5 mmol) of γ-butyrolactone was dissolved in 10 ml of tetrahydrofuran, and 22 ml (11 mmol) of 0.5 M (1,3-dioxan-2-ylethyl)magnesium bromide/tetrahydrofuran solution was added thereto with stirring under ice-cooling, followed by stirring for 3 hours at 50° C. After the reaction solution was cooled with ice, saturated aqueous ammonium chloride was added and the mixture was extracted with ethyl acetate. The organic layer was washed with water and dried over anhydrous magnesium sulfate, follo... Starting materials: N1(CCOCC1)CCOC1=C(C=CC=C1)C=NCCC1=CC=CC=C1 (N-[[2-[2-(4-Morpholinyl)ethoxy]phenyl]methylene]benzeneethanamine), [BH4-].[Na+] (sodium borohydride). Solvent: CO (methanol). Product: N1(CCOCC1)CCOC1=C(C=CC=C1)CNCCC1=CC=CC=C1 (N-[[2-[2-(4-Morpholinyl)ethoxy]phenyl]methyl]benzeneethanamine). The yield is 78.4%. Reaction SMILES: [N:1]1([CH2:7][CH2:8][O:9][C:10]2[CH:15]=[CH:14][CH:13]=[CH:12][C:11]=2[CH:16]=[N:17][CH2:18][CH2:19][C:20]2[CH:25]=[CH:24][CH:23]=[CH:22][CH:21]=2)[CH2:6][CH2:5][O:4][CH2:3][CH2:2]1.[BH4-].[Na+]>CO>[N:1]1([CH2:7][CH2:8][O:9][C:10]2[CH:15]=[CH:14][CH:13]=[CH:12][C:11]=2[CH2:16][NH:17][CH2:18][CH2:19][C:20]2[CH:25]=[CH:24][CH:23]=[CH:22][CH:21]=2)[CH2:2][CH2:3][O:4][CH2:5][CH2:6]1 |f:1.2|. Reported procedure: N-[[2-[2-(4-Morpholinyl)ethoxy]phenyl]methylene]benzeneethanamine (68.5 g) is reduced with 22.5 g of sodium borohydride in 350 ml of methanol following the procedure described in Example 1B to yield 54 g of product as an oil, boiling point 216°-220° C. at 0.2-0.3 mm of Hg. Starting materials: C(C1=CC=CC=C1)N1C[C@@]([C@@H](C1)C)(C(=O)OC)C (methyl(3R*,4S*)-1-benzyl-3,4-dimethylpyrrolidine-3-carboxylate), crude product, ClC(=O)OCC1=CC=CC=C1 (benzyl chloroformate). Product: C(C1=CC=CC=C1)OC(=O)N1C[C@@]([C@@H](C1)C)(C(=O)OC)C (Methyl(3R*,4S*)-1-benzyloxycarbonyl-3,4-dimethylpyrrolidine-3-carboxylate). As a reaction SMILES: C([N:8]1[CH2:12][C@@H:11]([CH3:13])[C@@:10]([CH3:18])([C:14]([O:16][CH3:17])=[O:15])[CH2:9]1)C1C=CC=CC=1.Cl[C:20]([O:22][CH2:23][C:24]1[CH:29]=[CH:28][CH:27]=[CH:26][CH:25]=1)=[O:21]>>[CH2:23]([O:22][C:20]([N:8]1[CH2:12][C@@H:11]([CH3:13])[C@@:10]([CH3:18])([C:14]([O:16][CH3:17])=[O:15])[CH2:9]1)=[O:21])[C:24]1[CH:29]=[CH:28][CH:27]=[CH:26][CH:25]=1. Procedure: The procedure of Reference Example 2 was repeated by using the thus synthesized methyl(3R*,4S*)-1-benzyl-3,4-dimethylpyrrolidine-3-carboxylate crude product (12.28 g) and benzyl chloroformate (21.3 mL, 149.3 mmol) to obtain 4.23 g (14.52 mmol, 2 steps, 15%) of the title compound as a colorless oil. The reactants are Cl.ClC1=NC(=CC=2N1N=C(N2)C2CCN(CC2)C(C)C)C2=C(C=C(C=C2)F)Cl (5-Chloro-7-(2-chloro-4-fluorophenyl)-2-[1-(propan-2-yl)piperidin-4-yl][1,2,4]triazolo[1,5-c]-pyrimidine hydrochloride), Cl.NC1=NC(=CC=C1C#N)NC1CNCCC1 (2-Amino-6-(piperidin-3-ylamino)pyridine-3-carbonitrile hydrochloride), C(C)(C)N(C(C)C)CC (N,N-diisopropylethylamine). Run in CS(=O)C (DMSO). Reaction conditions: temperature 130 celsius. The product is NC1=NC(=CC=C1C#N)NC1CN(CCC1)C1=NC(=CC=2N1N=C(N2)C2CCN(CC2)C(C)C)C2=C(C=C(C=C2)F)Cl (2-Amino-6-[(1-{7-(2-chloro-4-fluorophenyl)-2-[1-(propan-2-yl)piperidin-4-yl][1,2,4]triazolo[1,5-c]-pyrimidin-5-yl}piperidin-3-yl)amino]pyridine-3-carbonitrile). RXN SMILES: Cl.Cl[C:3]1[N:8]2[N:9]=[C:10]([CH:12]3[CH2:17][CH2:16][N:15]([CH:18]([CH3:20])[CH3:19])[CH2:14][CH2:13]3)[N:11]=[C:7]2[CH:6]=[C:5]([C:21]2[CH:26]=[CH:25][C:24]([F:27])=[CH:23][C:22]=2[Cl:28])[N:4]=1.Cl.[NH2:30][C:31]1[C:36]([C:37]#[N:38])=[CH:35][CH:34]=[C:33]([NH:39][CH:40]2[CH2:45][CH2:44][CH2:43][NH:42][CH2:41]2)[N:32]=1.C(N(CC)C(C)C)(C)C>CS(C)=O>[NH2:30][C:31]1[C:36]([C:37]#[N:38])=[CH:35][CH:34]=[C:33]([NH:39][CH:40]2[CH2:45][CH2:44][CH2:43][N:42]([C:3]3[N:8]4[N:9]=[C:10]([CH:12]5[CH2:13][CH2:14][N:15]([CH:18]([CH3:19])[CH3:20])[CH2:16][CH2:17]5)[N:11]=[C:7]4[CH:6]=[C:5]([C:21]4[CH:26]=[CH:25][C:24]([F:27])=[CH:23][C:22]=4[Cl:28])[N:4]=3)[CH2:41]2)[N:32]=1 |f:0.1,2.3|. Procedure details: 80 mg (0.17 mmol) of 5-chloro-7-(2-chloro-4-fluorophenyl)-2-[1-(propan-2-yl)piperidin-4-yl][1,2,4]triazolo[1,5-c]pyrimidine hydrochloride (Example 52A), 56.3 mg (0.2 mmol) of 2-amino-6-(piperidin-3-ylamino)pyridine-3-carbonitrile hydrochloride (Example 20A) and 0.17 ml (0.99 mmol) of N,N-diisopropylethylamine were initially charged in 1 ml of DMSO. The mixture was heated in the microwave at 130° C. for 30 min. This gave, after purification of the crude product by preparative HPLC (Method 11), 47... Reactants: [OH-].[Na+] (sodium hydroxide), OO (hydrogen peroxide), C(C)(C)(C)OC(=O)N[C@H]([C@](O)(C[C@H](C=C)C(C)C)C1CCCCC1)C ((αS,βS)-β-t-butoxycarbonylamino-α-[(S)-2-isopropyl-3-butenyl]cyclohexylpropanol), COC(C)(C)OC (2.2-dimethoxypropane), O.C1(=CC=C(C=C1)S(=O)(=O)O)C (p-toluenesulphonic acid hydrate), B.CSC (borane dimethyl sulphide). The solvent is C(C)O (ethanol), O (water), CCCCCC (hexane). Reaction conditions: time 8 hour. Yields the product C1(CCCCC1)CC1N(C(OC1CC(CCO)C(C)C)(C)C)C(=O)OC(C)(C)C (t-butyl 4-(cyclohexylmethyl)-5-(4-hydroxy-2-isopropylbutyl)-2,2-dimethyl-3-oxazolidinecarboxylate). Yield: 71.0%. RXN SMILES: [C:1]([O:5][C:6]([NH:8][C@@H:9](C)[C@@:10](C1CCCCC1)([CH2:12][C@@H:13]([CH:16]([CH3:18])[CH3:17])[CH:14]=[CH2:15])[OH:11])=[O:7])([CH3:4])([CH3:3])[CH3:2].[OH2:26].[C:27]1([CH3:37])[CH:32]=[CH:31][C:30](S(O)(=O)=O)=[CH:29][CH:28]=1.B.CSC.[OH-].[Na+].OO.CO[C:48](OC)([CH3:50])[CH3:49]>CCCCCC.O.C(O)C>[CH:27]1([CH2:37][CH:9]2[CH:10]([CH2:12][CH:13]([CH:16]([CH3:17])[CH3:18])[CH2:14][CH2:15][OH:26])[O:11][C:48]([CH3:50])([CH3:49])[N:8]2[C:6]([O:5][C:1]([CH3:2])([CH3:3])[CH3:4])=[O:7])[CH2:32][CH2:31][CH2:30][CH2:29][CH2:28]1 |f:1.2,3.4,5.6|. Reported procedure: 8.0 g (22.6 mmol) of (αS,βS)-β-t-butoxycarbonylamino-α-[(S)-2-isopropyl-3-butenyl]cyclohexylpropanol are dissolved in 50 ml of 2.2-dimethoxypropane, treated with 0.8 g of p-toluenesulphonic acid hydrate and stirred at room temperature overnight. The crude product (5.34 g; 13.56 mmol) obtained after the usual working-up is dissolved in 200 ml of hexane, treated dropwise rapidly with 0.5 ml of borane-dimethyl sulphide complex (5 mmol based on borohydride) while cooling with ice and thereafter heat...